Dataset: the Open Reaction Database (ORD), a public repository of structured organic reaction records. Task: describe an organic reaction: reactants, conditions, products, and yield Reactants: CC(C)OC(=O)/N=N/C(=O)OC(C)C (DIAD), P(OCC1=CC=CC=C1)(OCC1=CC=CC=C1)[O-] (dibenzyl phosphite), OCCCOCC(C(=O)OC(C)(C)C)(C)C (tert-butyl 3-(3-hydroxypropoxy)-2,2-dimethylpropanoate), CC1=CC=C(C=C1)S(=O)(=O)OCCCOCC1=CC=CC=C1 (3-(benzyloxy)propyl 4-methylbenzenesulfonate). The reagents and catalysts are C1=CC=C(C=C1)P(C2=CC=CC=C2)C3=CC=CC=C3 (PPh3). The solvent is C1CCOC1 (THF). Conditions: time 16 hour. The product is C(C1=CC=CC=C1)OP(=O)(OCC1=CC=CC=C1)OCCCOCC(C(=O)OC(C)(C)C)(C)C (tert-Butyl 3-(3-((bis(benzyloxy)phosphoryl)oxy)propoxy)-2,2-dimethylpropanoate). Isolated yield 76.8%. Reaction SMILES: CC(OC(/N=N/C(OC(C)C)=O)=O)C.[P:15]([O-:32])([O:24][CH2:25][C:26]1[CH:31]=[CH:30][CH:29]=[CH:28][CH:27]=1)[O:16][CH2:17][C:18]1[CH:23]=[CH:22][CH:21]=[CH:20][CH:19]=1.[OH:33][CH2:34][CH2:35][CH2:36][O:37][CH2:38][C:39]([CH3:48])([CH3:47])[C:40]([O:42][C:43]([CH3:46])([CH3:45])[CH3:44])=[O:41].CC1C=CC(S(OCCCOCC2C=CC=CC=2)(=O)=O)=CC=1>C1COCC1.C1C=CC(P(C2C=CC=CC=2)C2C=CC=CC=2)=CC=1>[CH2:17]([O:16][P:15]([O:33][CH2:34][CH2:35][CH2:36][O:37][CH2:38][C:39]([CH3:48])([CH3:47])[C:40]([O:42][C:43]([CH3:46])([CH3:45])[CH3:44])=[O:41])([O:24][CH2:25][C:26]1[CH:31]=[CH:30][CH:29]=[CH:28][CH:27]=1)=[O:32])[C:18]1[CH:23]=[CH:22][CH:21]=[CH:20][CH:19]=1. Procedure details: DIAD (1.36 mL, 6.97 mmol) was added dropwise to a stirred solution of PPh3 (76 mg, 0.30 mmol), dibenzyl phosphite (1.94 g, 6.97 mmol) and tert-butyl 3-(3-hydroxypropoxy)-2,2-dimethylpropanoate (53) (1.08 g, 4.65 mmol) [prepared using the same procedure as Example F1 steps (ii)-(iii) using 3-(benzyloxy)propyl 4-methylbenzenesulfonate in step (ii)] in THF (100 mL) at 0° C. The reaction was allowed to warm to RT and stirred for 16 h, and the volatiles were removed in vacuo. The crude product was pu... Reactants: C1(=CC=CC=C1)S(=O)(=O)N1CCN(CC1)CC1=CC=2N=C(N=C(C2S1)N1CCOCC1)Cl (6-(4-Benzenesulfonyl-piperazin-1-ylmethyl)-2-chloro-4-morpholin-4-yl-thieno[3,2-d]pyrimidine), NC1=NC=C(C=C1)B1OC(C)(C)C(C)(C)O1 (2-aminopyridine-5-boronic acid pinacol ester). The product is O1CCN(CC1)C=1C2=C(N=C(N1)C=1C=CC(=NC1)N)C=C(S2)CN2CCNCC2 (5-(4-morpholino-6-((piperazin-1-yl)methyl)thieno[3,2-d]pyrimidin-2-yl)pyridin-2-amine). As a reaction SMILES: C1(S([N:10]2[CH2:15][CH2:14][N:13]([CH2:16][C:17]3[S:25][C:24]4[C:23]([N:26]5[CH2:31][CH2:30][O:29][CH2:28][CH2:27]5)=[N:22][C:21](Cl)=[N:20][C:19]=4[CH:18]=3)[CH2:12][CH2:11]2)(=O)=O)C=CC=CC=1.[NH2:33][C:34]1[CH:39]=[CH:38][C:37](B2OC(C)(C)C(C)(C)O2)=[CH:36][N:35]=1>>[O:29]1[CH2:30][CH2:31][N:26]([C:23]2[C:24]3[S:25][C:17]([CH2:16][N:13]4[CH2:12][CH2:11][NH:10][CH2:15][CH2:14]4)=[CH:18][C:19]=3[N:20]=[C:21]([C:37]3[CH:38]=[CH:39][C:34]([NH2:33])=[N:35][CH:36]=3)[N:22]=2)[CH2:27][CH2:28]1. Procedure details: 6-(4-Benzenesulfonyl-piperazin-1-ylmethyl)-2-chloro-4-morpholin-4-yl-thieno[3,2-d]pyrimidine following General Procedure B-3 was reacted with 2-aminopyridine-5-boronic acid pinacol ester using General Procedure A. Purification on silica yielded 121. (400 MHz, CDCl3): 2.65-2.67 (4H, m, CH2), 3.13 (4H, m, CH2), 3.82 (2H, s, CH2), 3.85-3.88 (4H, m, CH2), 3.99-4.02 (4H, m, CH2), 4.63 (211, b, NH2), 6.57 (1H, dd (J=8.62, 0.62), ar), 7.27 (1H, s, ar), 7.58-7.60 (2H, m, ar), 7.63-7.67 (1H, m, ar), 7.80... Starting materials: C(=O)[C@@H]1O[C@@H](OC[C@@H]1C\C=C/CCCC(=O)OC)C ((2R,4R,5S)-4-formyl-5-[(Z)-6-methoxycarbonyl-2-hexenyl]-2-methyl-1,3-dioxane), C1(=CC=CC=C1)NC(NN)=O (4-phenylsemicarbazide). Reagents/catalysts: C(C)(=O)O (acetic acid). The solvent is CO (methanol), C(Cl)(Cl)Cl (chloroform). Reaction conditions: time 3 hour. Product: COC(=O)CCC\C=C/C[C@@H]1[C@@H](O[C@@H](OC1)C)C=NNC(=O)NC1=CC=CC=C1 ((2R,4R,5S)-5-[(Z)-6-methoxycarbonyl-2-hexenyl]-2-methyl-4-(4-phenylsemicarbazonomethyl)-1,3-dioxane). Isolated yield 90.0%. Reaction SMILES: [CH:1]([C@H:3]1[C@@H:8]([CH2:9]/[CH:10]=[CH:11]\[CH2:12][CH2:13][CH2:14][C:15]([O:17][CH3:18])=[O:16])[CH2:7][O:6][C@@H:5]([CH3:19])[O:4]1)=O.[C:20]1([NH:26][C:27](=[O:30])[NH:28][NH2:29])[CH:25]=[CH:24][CH:23]=[CH:22][CH:21]=1>C(O)(=O)C.CO.C(Cl)(Cl)Cl>[CH3:18][O:17][C:15]([CH2:14][CH2:13][CH2:12]/[CH:11]=[CH:10]\[CH2:9][C@H:8]1[CH2:7][O:6][C@@H:5]([CH3:19])[O:4][C@H:3]1[CH:1]=[N:29][NH:28][C:27]([NH:26][C:20]1[CH:21]=[CH:22][CH:23]=[CH:24][CH:25]=1)=[O:30])=[O:16]. Procedure details: A mixture of (2R,4R,5S)-4-formyl-5-[(Z)-6-methoxycarbonyl-2-hexenyl]-2-methyl-1,3-dioxane (300 mg), 4-phenylsemicarbazide (227 mg) and a few drops of acetic acid in methanol (5 ml) was stirred at room temperature for 3 hours and the mixture was diluted with chloroform (30 ml). The solution was washed with brine and dried over magnesium sulfate. The solvent was evaporated in vacuo and the residue was chromatographed on a silica gel column (15 g) with a mixture of n-hexane and ethyl acetate (3:1) ... Starting materials: [Al+3], CCC(=O)C1CN(Cc2ccccc2)CC1c1ccc(Cl)c(Cl)c1, C1CCOC1, [H-], [H-], [H-], [H-], [Li+]. Yields the product CCC(O)C1CN(Cc2ccccc2)CC1c1ccc(Cl)c(Cl)c1. Reaction SMILES: [Al+3:26].[CH2:1]([c:2]1[cH:3][cH:4][cH:5][cH:6][cH:7]1)[N:8]1[CH2:9][CH:10]([C:21]([CH2:22][CH3:23])=[O:24])[CH:11]([c:13]2[cH:14][c:15]([Cl:20])[c:16]([Cl:19])[cH:17][cH:18]2)[CH2:12]1.[CH2:31]1[O:32][CH2:33][CH2:34][CH2:35]1.[H-:25].[H-:28].[H-:29].[H-:30].[Li+:27]>>[CH2:1]([c:2]1[cH:3][cH:4][cH:5][cH:6][cH:7]1)[N:8]1[CH2:9][CH:10]([CH:21]([CH2:22][CH3:23])[OH:24])[CH:11]([c:13]2[cH:14][c:15]([Cl:20])[c:16]([Cl:19])[cH:17][cH:18]2)[CH2:12]1. The reactants are CCOC(=O)C1(C(=O)O)CC1, CCN=C=NCCCN(C)C, ClCCl, Nc1ccc(F)cc1, On1nnc2cccnc21. Product: CCOC(=O)C1(C(=O)Nc2ccc(F)cc2)CC1. RXN SMILES: [CH2:1]([CH3:2])[O:3][C:4](=[O:5])[C:6]1([C:9](=[O:10])[OH:11])[CH2:7][CH2:8]1.[CH3:30][CH2:31][N:32]=[C:33]=[N:34][CH2:35][CH2:36][CH2:37][N:38]([CH3:39])[CH3:40].[Cl:41][CH2:42][Cl:43].[F:12][c:13]1[cH:14][cH:15][c:16]([NH2:19])[cH:17][cH:18]1.[OH:20][n:21]1[c:22]2[n:23][cH:24][cH:25][cH:26][c:27]2[n:28][n:29]1>>[CH2:1]([CH3:2])[O:3][C:4](=[O:5])[C:6]1([C:9](=[O:11])[NH:19][c:16]2[cH:15][cH:14][c:13]([F:12])[cH:18][cH:17]2)[CH2:7][CH2:8]1. Starting materials: BrC=1C=C2C=CN=C(C2=CC1)OC1=CC=CC=C1 (6-Bromo-1-phenoxyisoquinoline), C(C)(=O)[O-].[NH4+] (ammonium acetate), [OH-].[Na+] (NaOH). Reaction conditions: temperature 150 celsius. Product: NC1=NC=CC2=CC(=CC=C12)Br (1-Amino-6-bromoisoquinoline). The yield is 71.8%. Reaction SMILES: [Br:1][C:2]1[CH:3]=[C:4]2[C:9](=[CH:10][CH:11]=1)[C:8](OC1C=CC=CC=1)=[N:7][CH:6]=[CH:5]2.C([O-])(=O)C.[NH4+:23].[OH-].[Na+]>>[NH2:23][C:8]1[C:9]2[C:4](=[CH:3][C:2]([Br:1])=[CH:11][CH:10]=2)[CH:5]=[CH:6][N:7]=1 |f:1.2,3.4|. Procedure: A mixture of 12 g of 1c and 27 g of ammonium acetate was heated at 150° C. for 14 hours. After cooling to room temperature aqueous 3N NaOH was added and the mixture was extracted with ethyl acetate. The ethyl acetate extract was washed with brine and aqueous 2N hydrochloric acid was added until pH2-3. The acid aqueous layer was separated, made basic (pH 10) with aqueous 2N NaOH and extracted with ethyl acetate. The ethyl acetate layer was washed with brine, dried (MgSO4) and concentrated to give... Starting materials: BrC=1C=C2N=CC=NC2=CC1 (6-bromoquinoxaline), C(C=C)O (2-propen-1-ol), C1(CCCCC1)N(C1CCCCC1)C (N-cyclohexyl-N-methyl-cyclohexanamine). Reagents/catalysts: C=1C=CC(=CC1)/C=C/C(=O)/C=C/C2=CC=CC=C2.C=1C=CC(=CC1)/C=C/C(=O)/C=C/C2=CC=CC=C2.C=1C=CC(=CC1)/C=C/C(=O)/C=C/C2=CC=CC=C2.[Pd].[Pd] (tris(dibenzylideneacetone)dipalladium), F[B-](F)(F)F.C(C)(C)(C)[PH+](C(C)(C)C)C(C)(C)C (tri-tert-butylphosphonium tetrafluoroborate). Solvent: O1CCOCC1 (1,4-dioxane). Reaction conditions: temperature 40 celsius, time 8 hour. Product: N1=CC=NC2=CC(=CC=C12)CCC=O (3-quinoxalin-6-ylpropanal). Isolated yield 55.1%. As a reaction SMILES: Br[C:2]1[CH:3]=[C:4]2[C:9](=[CH:10][CH:11]=1)[N:8]=[CH:7][CH:6]=[N:5]2.[CH2:12]([OH:15])[CH:13]=[CH2:14].C1(N(C)C2CCCCC2)CCCCC1>O1CCOCC1.C1C=CC(/C=C/C(/C=C/C2C=CC=CC=2)=O)=CC=1.C1C=CC(/C=C/C(/C=C/C2C=CC=CC=2)=O)=CC=1.C1C=CC(/C=C/C(/C=C/C2C=CC=CC=2)=O)=CC=1.[Pd].[Pd].F[B-](F)(F)F.C([PH+](C(C)(C)C)C(C)(C)C)(C)(C)C>[N:8]1[C:9]2[C:4](=[CH:3][C:2]([CH2:14][CH2:13][CH:12]=[O:15])=[CH:11][CH:10]=2)[N:5]=[CH:6][CH:7]=1 |f:4.5.6.7.8,9.10|. Reported procedure: A mixture of 6-bromoquinoxaline (0.40 g, 1.9 mmol), 2-propen-1-ol (0.260 mL, 3.8 mmol), tris(dibenzylideneacetone)dipalladium (26 mg, 0.029 mmol), tri-tert-butylphosphonium tetrafluoroborate (16 mg, 0.057 mmol) and N-cyclohexyl-N-methyl-cyclohexanamine (0.49 mL, 2.3 mmol) in 1,4-dioxane (3.0 mL) was stirred at 40° C. overnight. After cooling to RT, the mixture was filtered, washed with methylene chloride and the filtrate was concentrated. The crude material was purified by chromatography on sili... As a reaction SMILES: [Br:1][C:2]1[CH:3]=[C:4]([C:7]([NH:9][CH:10](O)[C:11]([Cl:14])([Cl:13])[Cl:12])=[O:8])[O:5][CH:6]=1.[N:16]([CH:19]1[CH2:26][CH2:25][CH2:24][CH2:23][CH2:22][CH2:21][CH2:20]1)=C=O>C1C=CC=CC=1.C(N(CC)CC)C>[Br:1][C:2]1[CH:3]=[C:4]([C:7]([NH:9][CH:10]([NH:16][CH:19]2[CH2:26][CH2:25][CH2:24][CH2:23][CH2:22][CH2:21][CH2:20]2)[C:11]([Cl:14])([Cl:13])[Cl:12])=[O:8])[O:5][CH:6]=1. The solvent is C1=CC=CC=C1 (benzene). The reagents and catalysts are C(C)N(CC)CC (triethyl amine). Product: BrC=1C=C(OC1)C(=O)NC(C(Cl)(Cl)Cl)NC1CCCCCCC1 (4-bromo-N-(2,2,2-trichloro-1-(cyclooctylamino)ethyl)furan-2-carboxamide). The yield is 67.7%. Reported procedure: 4-Bromo-N-(2,2,2-trichloro-1-hydroxyethyl)furan-2-carboxamide 125 (0.16 g, 0.47 mmol) and isocyanatocyclooctane (0.08 mL, 0.51 mmol) in benzene (2 mL) with triethyl amine (2 drops) was heated to 95° C. for 1.5 hours. The mixture was concentrated onto silica gel and purified by chromatography (7:3 to 6:4 hexane:CH2Cl2) to give 4-bromo-N-(2,2,2-trichloro-1-(cyclooctylamino)ethyl)furan-2-carboxamide (Compound-51) (142 mg, 67%). 1H NMR (300 MHz, CDCl3): δ=7.50 (d, J=0.9 Hz, 1H), 7.21 (d, J=0.9 Hz, 1... Starting materials: BrC=1C=C(OC1)C(=O)NC(C(Cl)(Cl)Cl)O (4-bromo-N-(2,2,2-trichloro-1-hydroxyethyl)furan-2-carboxamide), N(=C=O)C1CCCCCCC1 (isocyanatocyclooctane). Starting materials: [BH4-], COC(=O)Cc1cccc(Oc2ccc(Br)cc2C=O)c1, CCOC(C)=O, CO, [Na+], O. The product is COC(=O)Cc1cccc(Oc2ccc(Br)cc2CO)c1. RXN SMILES: [BH4-:22].[CH3:1][O:2][C:3]([CH2:4][c:5]1[cH:6][c:7]([O:11][c:12]2[c:13]([CH:19]=[O:20])[cH:14][c:15]([Br:18])[cH:16][cH:17]2)[cH:8][cH:9][cH:10]1)=[O:21].[CH3:25][CH2:26][O:27][C:28]([CH3:29])=[O:30].[CH3:31][OH:32].[Na+:23].[OH2:24]>>[CH3:1][O:2][C:3]([CH2:4][c:5]1[cH:6][c:7]([O:11][c:12]2[c:13]([CH2:19][OH:20])[cH:14][c:15]([Br:18])[cH:16][cH:17]2)[cH:8][cH:9][cH:10]1)=[O:21]. The reactants are [Cl-].[Al+3].[Cl-].[Cl-] (aluminium chloride), CN(CCC(=O)Cl)C1=CC2=C(C=CC=C2C=C1)CCNC(CC1=CC=CC=C1)=O (3-[Methyl(8-{2-[(2-phenylacetyl)amino]ethyl}-2-naphthyl)amino]propanoyl chloride), ice, Cl (HCl). Run in solvent, ClC(C(Cl)Cl)Cl (1,1,2,2-tetrachloroethane). Conditions: temperature 60 celsius, time 1 hour. Yields the product CN1CCC(C=2C3=C(C=CC12)C=CC=C3CCNC(CC3=CC=CC=C3)=O)=O (N-[2-(4-Methyl-1-oxo-1,2,3,4-tetrahydrobenzo[f]quinolin-10-yl)ethyl]-2-phenylacetamide). Reaction SMILES: [CH3:1][N:2]([C:8]1[CH:17]=[CH:16][C:15]2[C:10](=[C:11]([CH2:18][CH2:19][NH:20][C:21](=[O:29])[CH2:22][C:23]3[CH:28]=[CH:27][CH:26]=[CH:25][CH:24]=3)[CH:12]=[CH:13][CH:14]=2)[CH:9]=1)[CH2:3][CH2:4][C:5](Cl)=[O:6].[Cl-].[Al+3].[Cl-].[Cl-].Cl>ClC(Cl)C(Cl)Cl>[CH3:1][N:2]1[C:8]2[CH:17]=[CH:16][C:15]3[CH:14]=[CH:13][CH:12]=[C:11]([CH2:18][CH2:19][NH:20][C:21](=[O:29])[CH2:22][C:23]4[CH:28]=[CH:27][CH:26]=[CH:25][CH:24]=4)[C:10]=3[C:9]=2[C:5](=[O:6])[CH2:4][CH2:3]1 |f:1.2.3.4|. Procedure details: The product obtained in Step C (3 mmol), dissolved in 1,1,2,2-tetrachloroethane (30 ml), is added dropwise to a solution of aluminium chloride (10 mmol) in the same solvent (20 ml) under nitrogen. The reaction mixture is heated at 60° C., with stirring, until the reaction has ceased and it is then poured into a mixture of ice (10 g) and concentrated HCl (0.3 ml); stirring is continued for one hour. The aqueous phase is extracted twice with chloroform; the combined organic phases are then dried o...